Dataset: the Open Reaction Database (ORD), a public repository of structured organic reaction records. Task: describe an organic reaction: reactants, conditions, products, and yield Yields the product COC(C1=CC=CC=C1)C1=NC=NC=C1 (4-(methoxybenzyl)pyrimidine). Reagents/catalysts: [Zn] (zinc), II (I2), BrC(C)Br (dibromoethane), Cl[Ni]([P](C1=CC=CC=C1)(C2=CC=CC=C2)C3=CC=CC=C3)([P](C4=CC=CC=C4)(C5=CC=CC=C5)C6=CC=CC=C6)Cl ((Ph3P)2NiCl2). Conditions: time 6 hour. Procedure details: A suspension of zinc dust (1300 mg, 20 mmol), LiCl (420 mg, 10 mmol), I2 (10 mg), dibromoethane (50 mg) in THF (20 mL) was heated to reflux for 15 min. and then treated with 4-methoxybenzyl chloride (16) (1.56 g, 10 mmol). Heating was continued for 6 h and the suspension was then cooled to rt before being treated (Ph3P)2NiCl2 (50 mg). The resulting red suspension was treated with 4 (1.56 g, 10 mmol) and the mixture was stirred for an extra 10 min. before being washed with NH4Cl and saturated NaH... The reactants are [Li+].[Cl-] (LiCl), C1CCOC1 (THF), COC1=CC=C(CCl)C=C1 (4-methoxybenzyl chloride), BrC=1C=NC=NC1 (5-bromopyrimidine). As a reaction SMILES: [Li+].[Cl-].CO[C:5]1[CH:12]=[CH:11][C:8]([CH2:9]Cl)=[CH:7][CH:6]=1.Br[C:14]1[CH:15]=[N:16][CH:17]=[N:18][CH:19]=1.C1C[O:23][CH2:22]C1>[Zn].Cl[Ni](Cl)([P](C1C=CC=CC=1)(C1C=CC=CC=1)C1C=CC=CC=1)[P](C1C=CC=CC=1)(C1C=CC=CC=1)C1C=CC=CC=1.II.BrC(Br)C>[CH3:22][O:23][CH:9]([C:15]1[CH:14]=[CH:19][N:18]=[CH:17][N:16]=1)[C:8]1[CH:7]=[CH:6][CH:5]=[CH:12][CH:11]=1 |f:0.1,^1:28,47|. Yield: 94.0%. Reactants: COC=1C=C(C=C(C1)C(F)(F)F)C(C(=O)OC)C (methyl 2-[3-methoxy-5-(trifluoromethyl)phenyl]propanoate), Br (HBr). Run in C(C)(=O)O (acetic acid), [OH-].[Na+] (NaOH). Run at temperature 100 celsius. Product: OC=1C=C(C=C(C1)C(F)(F)F)C(C(=O)O)C (2-[3-hydroxy-5-(trifluoromethyl)phenyl]propanoic acid). The yield is 70.0%. Reaction SMILES: C[O:2][C:3]1[CH:4]=[C:5]([CH:13]([CH3:18])[C:14]([O:16]C)=[O:15])[CH:6]=[C:7]([C:9]([F:12])([F:11])[F:10])[CH:8]=1.Br>C(O)(=O)C.[OH-].[Na+]>[OH:2][C:3]1[CH:4]=[C:5]([CH:13]([CH3:18])[C:14]([OH:16])=[O:15])[CH:6]=[C:7]([C:9]([F:10])([F:11])[F:12])[CH:8]=1 |f:3.4|. Procedure: The product from step (ii) (0.8 g) was dissolved in glacial acetic acid (20 ml) and treated with 48% aqueous HBr (20 ml). The mixture was heated at 100° C. for 16 h. The mixture was cooled and diluted with 2M NaOH, extracted with ethyl acetate, dried (MgSO4) and evaporated under reduced pressure to give an oil, which was purified by RPHPLC to give a colourless oil (0.5 g). Conditions: time 16 hour. Reported procedure: The oil from Example 2 was dissolved in dried ether (25 ml.) and immediately added to phenylmagnesium bromide (prepared from 1.23g. magnesium and 8.00g. bromobenzene) in 150ml. dried ether. The mixture was stirred at room temperature for 16 hours. It was then poured on to a mixture of ammonium chloride (2.7g.) and ice and basified with ammonium solution. The solid remaining in the mixture was removed by filtration, and the ether layer was combined with chloroform extracts of the aqueous layer, d... The reactants are C1(=CC=CC=C1)[Mg]Br (phenylmagnesium bromide), [NH4+] (ammonium), C1N=C(N2C1CCCC2)C(=O)C2=CC=CC=C2 ((1,5,6,7,8,8a-Hexahydroimidazo[1,5-a]pyridine-3-yl)phenyl ketone), [Cl-].[NH4+] (ammonium chloride). Run in CCOCC (ether), CCOCC (ether). Product: C1(=CC=CC=C1)C(O)(C1=NCC2N1CCCC2)C2=CC=CC=C2 (1,5,6,7,8,8a-Hexahydro-α,α-diphenylimidazo[1,5-a]pyridine-3-methanol). RXN SMILES: [CH2:1]1[CH:5]2[CH2:6][CH2:7][CH2:8][CH2:9][N:4]2[C:3]([C:10]([C:12]2[CH:17]=[CH:16][CH:15]=[CH:14][CH:13]=2)=[O:11])=[N:2]1.[C:18]1([Mg]Br)[CH:23]=[CH:22][CH:21]=[CH:20][CH:19]=1.[Cl-].[NH4+].[NH4+]>CCOCC>[C:12]1([C:10]([C:18]2[CH:23]=[CH:22][CH:21]=[CH:20][CH:19]=2)([C:3]2[N:4]3[CH2:9][CH2:8][CH2:7][CH2:6][CH:5]3[CH2:1][N:2]=2)[OH:11])[CH:17]=[CH:16][CH:15]=[CH:14][CH:13]=1 |f:2.3|. Starting materials: BrC(Br)(Br)Br, C[Si](C)(C)c1cc(C=O)co1, ClCCl, c1ccc(P(c2ccccc2)c2ccccc2)cc1. Product: C[Si](C)(C)c1cc(C=C(Br)Br)co1. RXN SMILES: [C:12]([Br:13])([Br:14])([Br:15])[Br:16].[CH3:1][Si:2]([c:3]1[cH:4][c:5]([CH:8]=[O:9])[cH:6][o:7]1)([CH3:10])[CH3:11].[Cl:36][CH2:37][Cl:38].[c:17]1([P:18]([c:19]2[cH:20][cH:21][cH:22][cH:23][cH:24]2)[c:25]2[cH:26][cH:27][cH:28][cH:29][cH:30]2)[cH:31][cH:32][cH:33][cH:34][cH:35]1>>[CH3:1][Si:2]([c:3]1[cH:4][c:5]([CH:8]=[C:12]([Br:13])[Br:14])[cH:6][o:7]1)([CH3:10])[CH3:11]. Starting materials: Cl.Cl.N1=CC=C(C=C1)C=CC=1C=C(C=NC1Cl)OC[C@H]1NCCC1 (5-(2-(4-Pyridinyl)ethenyl)-6-chloro-3-(2-(S)-pyrrolidinylmethoxy)pyridine dihydrochloride), C=O (formalin), Cl (Hydrochloric acid). Run in C(=O)O (formic acid). The product is N1=CC=C(C=C1)C=CC=1C=C(C=NC1Cl)OC[C@H]1N(CCC1)C (5-(2-(4-Pyridinyl)ethenyl)-6-chloro-3(1-methyl-2-(S)-pyrrolidinylmethoxy)pyridine). Isolated yield 83.0%. Reaction SMILES: Cl.Cl.[N:3]1[CH:8]=[CH:7][C:6]([CH:9]=[CH:10][C:11]2[CH:12]=[C:13]([O:18][CH2:19][C@@H:20]3[CH2:24][CH2:23][CH2:22][NH:21]3)[CH:14]=[N:15][C:16]=2[Cl:17])=[CH:5][CH:4]=1.[CH2:25]=O.Cl>C(O)=O>[N:3]1[CH:8]=[CH:7][C:6]([CH:9]=[CH:10][C:11]2[CH:12]=[C:13]([O:18][CH2:19][C@@H:20]3[CH2:24][CH2:23][CH2:22][N:21]3[CH3:25])[CH:14]=[N:15][C:16]=2[Cl:17])=[CH:5][CH:4]=1 |f:0.1.2|. Reported procedure: To 5-(2-(4-pyridinyl)ethenyl)-6-chloro-3-(2-(S)-pyrrolidinyl-methoxy)pyridine from Example 33 (110 mg, 0.27 mmol) was added formalin (38%, 3.0 mL) and formic acid (88%, 1.5 mL). The mixture was refluxed for five hours then cooled to room temperature. Hydrochloric acid (36%, 0.3 mL) was added, and the mixture was extracted with Et2O (3×8 mL). The aqueous layer was heated under vacuum to dryness. Water (2 mL) was added, and solid sodium bicarbonate was added until the aqueous layer was saturated. ... Reactants: N(=O)[O-].[Na+] (sodium nitrite), N1=C(C=CC=C1)N1C(OC(C1)COC1=CC=C(N)C=C1)=O (4-[3-(2-pyridyl)-2-oxooxazolidin-5-yl]methoxyaniline), C(C=C)(=O)OC (methyl acrylate), cuprous oxide, Br (hydrobromic acid), compound 196. The solvent is CO (methanol), CC(=O)C (acetone). Product: N1=C(C=CC=C1)N1C(OC(C1)COC1=CC=C(C=C1)CC(C(=O)OC)Br)=O (methyl 3-{4-[3-(2-pyridyl)-2-oxooxazolidin-5-yl]methoxyphenyl}-2-bromopropionate). Isolated yield 53.0%. Reaction SMILES: N([O-])=O.[Na+].[N:5]1[CH:10]=[CH:9][CH:8]=[CH:7][C:6]=1[N:11]1[CH2:15][CH:14]([CH2:16][O:17][C:18]2[CH:24]=[CH:23][C:21](N)=[CH:20][CH:19]=2)[O:13][C:12]1=[O:25].[BrH:26].[C:27]([O:31][CH3:32])(=[O:30])[CH:28]=[CH2:29]>CO.CC(C)=O>[N:5]1[CH:10]=[CH:9][CH:8]=[CH:7][C:6]=1[N:11]1[CH2:15][CH:14]([CH2:16][O:17][C:18]2[CH:24]=[CH:23][C:21]([CH2:29][CH:28]([Br:26])[C:27]([O:31][CH3:32])=[O:30])=[CH:20][CH:19]=2)[O:13][C:12]1=[O:25] |f:0.1|. Reported procedure: A 0.90 g quantity of sodium nitrite was added to a solution of 3.30 g of 4-[3-(2-pyridyl)-2-oxooxazolidin-5-yl]methoxyaniline obtained in Reference Example 21 in 40 ml of methanol, 10 ml of acetone and 8.0 g of 47% hydrobromic acid. The mixture was stirred with ice-cooling for 0.5 hour. To the mixture was added 6.4 ml of methyl acrylate, and 256 mg of cuprous oxide was added thereto at 40° C. and the mixture was stirred at the same temperature for 20 minutes. The reaction mixture was concentrate... Starting materials: CC(C)(C)c1ccc(CBr)cc1, Cl, [H-], [Na+], CN(C)C=O, O=C1NCCN1, O. Yields the product CC(C)(C)c1ccc(CN2CCNC2=O)cc1. RXN SMILES: [C:9]([CH3:10])([CH3:11])([CH3:12])[c:13]1[cH:14][cH:15][c:16]([CH2:17][Br:18])[cH:19][cH:20]1.[ClH:21].[H-:1].[Na+:2].[O:23]=[CH:24][N:25]([CH3:26])[CH3:27].[O:3]=[C:4]1[NH:5][CH2:6][CH2:7][NH:8]1.[OH2:22]>>[O:3]=[C:4]1[N:5]([CH2:17][c:16]2[cH:15][cH:14][c:13]([C:9]([CH3:10])([CH3:11])[CH3:12])[cH:20][cH:19]2)[CH2:6][CH2:7][NH:8]1.